This data is from the Open Reaction Database (ORD), a public repository of structured organic reaction records. The task is: describe an organic reaction: reactants, conditions, products, and yield Starting materials: C[N+](C)(C)Cc1ccccc1, CSc1nnc2n1C=Cc1ccccc1C2, CO, C1CCOC1, [OH-]. Product: C=C1c2ccccc2C=Cn2c(SC)nnc21. RXN SMILES: [CH3:18][N+:19]([CH3:20])([CH3:21])[CH2:22][c:23]1[cH:24][cH:25][cH:26][cH:27][cH:28]1.[CH3:1][S:2][c:3]1[n:4][n:5][c:6]2[n:12]1[CH:11]=[CH:10][c:9]1[c:8]([cH:16][cH:15][cH:14][cH:13]1)[CH2:7]2.[CH3:34][OH:35].[O:29]1[CH2:30][CH2:31][CH2:32][CH2:33]1.[OH-:17]>>[CH3:1][S:2][c:3]1[n:4][n:5][c:6]2[n:12]1[CH:11]=[CH:10][c:9]1[c:8]([cH:16][cH:15][cH:14][cH:13]1)[C:7]2=[CH2:18].